This data is from the Open Reaction Database (ORD), a public repository of structured organic reaction records. The task is: describe an organic reaction: reactants, conditions, products, and yield Starting materials: Fc1ccc(N=C(c2ccccc2)c2ccccc2)cc1C1(C2CC2)COCC(=S)N1, O=C([O-])O, Cl, [Na+], C1COCCO1. Product: Nc1ccc(F)c(C2(C3CC3)COCC(=S)N2)c1. RXN SMILES: [C:1]([c:2]1[cH:3][cH:4][cH:5][cH:6][cH:7]1)([c:8]1[cH:9][cH:10][cH:11][cH:12][cH:13]1)=[N:14][c:15]1[cH:16][cH:17][c:18]([F:31])[c:19]([C:21]2([CH:28]3[CH2:29][CH2:30]3)[NH:22][C:23](=[S:27])[CH2:24][O:25][CH2:26]2)[cH:20]1.[C:32](=[O:33])([O-:34])[OH:35].[ClH:43].[Na+:36].[O:37]1[CH2:38][CH2:39][O:40][CH2:41][CH2:42]1>>[NH2:14][c:15]1[cH:16][cH:17][c:18]([F:31])[c:19]([C:21]2([CH:28]3[CH2:29][CH2:30]3)[NH:22][C:23](=[S:27])[CH2:24][O:25][CH2:26]2)[cH:20]1. The reactants are CNCC1=CC=C(C(=O)N2CCN(CC2)S(=O)(=O)C2=CC3=CC=CC=C3C=C2)C=C1 (1-(4-methylaminomethylbenzoyl)-4-(2-naphthalenesulfonyl)piperazine), Cl (hydrochloric acid). The solvent is C(C)(=O)OCC (ethyl acetate). Product: Cl.CNCC1=CC=C(C(=O)N2CCN(CC2)S(=O)(=O)C2=CC3=CC=CC=C3C=C2)C=C1 (1-(4-Methylaminomethylbenzoyl)-4-(2-naphthalenesulfonyl)piperazine hydrochloride). Reaction SMILES: [CH3:1][NH:2][CH2:3][C:4]1[CH:30]=[CH:29][C:7]([C:8]([N:10]2[CH2:15][CH2:14][N:13]([S:16]([C:19]3[CH:28]=[CH:27][C:26]4[C:21](=[CH:22][CH:23]=[CH:24][CH:25]=4)[CH:20]=3)(=[O:18])=[O:17])[CH2:12][CH2:11]2)=[O:9])=[CH:6][CH:5]=1.[ClH:31]>C(OCC)(=O)C>[ClH:31].[CH3:1][NH:2][CH2:3][C:4]1[CH:5]=[CH:6][C:7]([C:8]([N:10]2[CH2:15][CH2:14][N:13]([S:16]([C:19]3[CH:28]=[CH:27][C:26]4[C:21](=[CH:22][CH:23]=[CH:24][CH:25]=4)[CH:20]=3)(=[O:18])=[O:17])[CH2:12][CH2:11]2)=[O:9])=[CH:29][CH:30]=1 |f:3.4|. Reported procedure: To 1-(4-methylaminomethylbenzoyl)-4-(2-naphthalenesulfonyl)piperazine (373 mg) was added 4 N hydrochloric acid in ethyl acetate solution (5 ml), and the precipitated hydrochlorides were filtered to give the title compound (387 mg). Reagents/catalysts: Cl[Pd]([P](C1=CC=CC=C1)(C2=CC=CC=C2)C3=CC=CC=C3)([P](C4=CC=CC=C4)(C5=CC=CC=C5)C6=CC=CC=C6)Cl (bis(triphenylphosphine)palladium(II) chloride), catalyst. Run at temperature 110 celsius. Yield: 28.0%. Product: COC1=CC=C(C=CC1=O)C1=C(C=C(C=C1F)N1C(OC(C1)CNC(C)=O)=O)F ((±)-N-[[3-[4-(4-methoxy-5-oxo-1,3,6-cycloheptatrien-1-yl)-3,5-difluorophenyl]-2-oxo-5-oxazolidinyl ]methyl ]acetamide). Procedure: The (±)-N-[[3-(4-iodo-3,5-difluorophenyl)-2-oxo-5-oxazolidinyl]methyl ]acetamide (250 mg, 0.631 mmol) was dissolved in 1,4-dioxane (15 mL) and then treated with the stannyltropone (226 mg, 0.757 mmol). After degassing the solution 3 times with N2, the bis(triphenylphosphine)palladium(II) chloride (70 mg, 0.10 mmol) was added. The solution was degassed again (3×) and then it was heated to reflux (110° C.) for 7 h. At this point, the reaction was incomplete; fresh catalyst (70 mg, 0.10 mmol) was a... RXN SMILES: I[C:2]1[C:7]([F:8])=[CH:6][C:5]([N:9]2[CH2:13][CH:12]([CH2:14][NH:15][C:16](=[O:18])[CH3:17])[O:11][C:10]2=[O:19])=[CH:4][C:3]=1[F:20].[O:21]1[CH2:26][CH2:25][O:24][CH2:23]C1>Cl[Pd](Cl)([P](C1C=CC=CC=1)(C1C=CC=CC=1)C1C=CC=CC=1)[P](C1C=CC=CC=1)(C1C=CC=CC=1)C1C=CC=CC=1>[CH3:23][O:24][C:25]1[C:26](=[O:21])[CH:4]=[CH:3][C:2]([C:2]2[C:7]([F:8])=[CH:6][C:5]([N:9]3[CH2:13][CH:12]([CH2:14][NH:15][C:16](=[O:18])[CH3:17])[O:11][C:10]3=[O:19])=[CH:4][C:3]=2[F:20])=[CH:7][CH:6]=1 |^1:29,48|. Reactants: IC1=C(C=C(C=C1F)N1C(OC(C1)CNC(C)=O)=O)F ((±)-N-[[3-(4-iodo-3,5-difluorophenyl)-2-oxo-5-oxazolidinyl]methyl ]acetamide), O1CCOCC1 (1,4-dioxane). Procedure: A reaction vessel was charged with 10 g of 2-fluorophenol, 25 g of (S)-1-methylhexyl tosylate, 20 g of potassium carbonate and 160 ml of MEK, and the mixture was refluxed with stirring for 14 hours (the disappearance of the starting materials was confirmed by TLC). The reaction liquid was poured into diluted hydrochloric acid and the mixture was extracted with benzene. The extract was washed with water and dried over Glauber's salt, and the solvents were distilled off. The residue was distilled ... Product: C[C@H](CCCCC)OC1=C(C=CC=C1)F ((R)-2-(1-methylhexyl)oxyfluorobenzene). Run in CCC(=O)C (MEK). Conditions: time 14 hour. Yield: 74.6%. Starting materials: Cl (hydrochloric acid), FC1=C(C=CC=C1)O (2-fluorophenol), S(=O)(=O)(O[C@H](CCCCC)C)C1=CC=C(C)C=C1 ((S)-1-methylhexyl tosylate), C([O-])([O-])=O.[K+].[K+] (potassium carbonate). Reaction SMILES: [F:1][C:2]1[CH:7]=[CH:6][CH:5]=[CH:4][C:3]=1[OH:8].S(C1C=CC(C)=CC=1)(O[C@@H:13]([CH3:19])[CH2:14][CH2:15][CH2:16][CH2:17][CH3:18])(=O)=O.C(=O)([O-])[O-].[K+].[K+].Cl>CCC(C)=O>[CH3:19][C@@H:13]([O:8][C:3]1[CH:4]=[CH:5][CH:6]=[CH:7][C:2]=1[F:1])[CH2:14][CH2:15][CH2:16][CH2:17][CH3:18] |f:2.3.4|.